This data is from the Open Reaction Database (ORD), a public repository of structured organic reaction records. The task is: describe an organic reaction: reactants, conditions, products, and yield As a reaction SMILES: [Br:16][N:17]1[C:18](=[O:19])[CH2:20][CH2:21][C:22]1=[O:23].[C:24]([Cl:25])([Cl:26])([Cl:27])[Cl:28].[CH3:1][O:2][c:3]1[cH:4][c:5]([CH3:15])[c:6]([N:9]([S:10](=[O:11])(=[O:12])[CH3:13])[CH3:14])[cH:7][cH:8]1.[CH3:29][CH2:30][O:31][C:32](=[O:33])[CH3:34]>>[CH3:1][O:2][c:3]1[cH:4][c:5]([CH2:15][Br:16])[c:6]([N:9]([S:10](=[O:11])(=[O:12])[CH3:13])[CH3:14])[cH:7][cH:8]1. Yields the product COc1ccc(N(C)S(C)(=O)=O)c(CBr)c1. The reactants are O=C1CCC(=O)N1Br, ClC(Cl)(Cl)Cl, COc1ccc(N(C)S(C)(=O)=O)c(C)c1, CCOC(C)=O. Product: CC(C)(Oc1ccc(C(=O)c2ccc(Cl)cc2)cc1)C(=O)Cl. The reactants are CC(C)(Oc1ccc(C(=O)c2ccc(Cl)cc2)cc1)C(=O)O, O=S(Cl)Cl, c1ccccc1. As a reaction SMILES: [Cl:5][c:6]1[cH:7][cH:8][c:9]([C:10](=[O:11])[c:12]2[cH:13][cH:14][c:15]([O:16][C:17]([C:18](=[O:19])[OH:20])([CH3:21])[CH3:22])[cH:23][cH:24]2)[cH:25][cH:26]1.[S:1]([Cl:2])([Cl:3])=[O:4].[cH:27]1[cH:28][cH:29][cH:30][cH:31][cH:32]1>>[Cl:3][C:18]([C:17]([O:16][c:15]1[cH:14][cH:13][c:12]([C:10]([c:9]2[cH:8][cH:7][c:6]([Cl:5])[cH:26][cH:25]2)=[O:11])[cH:24][cH:23]1)([CH3:21])[CH3:22])=[O:19]. The reactants are C1CCOC1, Cl, CC1(N=C=O)CCN(CC2CN3C(=O)CCc4ccc(=O)n2c43)CC1, [Na+], [OH-], O. Product: CC1(N)CCN(CC2CN3C(=O)CCc4ccc(=O)n2c43)CC1. RXN SMILES: [CH2:29]1[O:30][CH2:31][CH2:32][CH2:33]1.[ClH:28].[N:1](=[C:2]=[O:3])[C:4]1([CH3:25])[CH2:5][CH2:6][N:7]([CH2:10][CH:11]2[CH2:12][N:13]3[C:14](=[O:24])[CH2:15][CH2:16][c:17]4[cH:18][cH:19][c:20](=[O:23])[n:21]2[c:22]43)[CH2:8][CH2:9]1.[Na+:27].[OH-:26].[OH2:34]>>[NH2:1][C:4]1([CH3:25])[CH2:5][CH2:6][N:7]([CH2:10][CH:11]2[CH2:12][N:13]3[C:14](=[O:24])[CH2:15][CH2:16][c:17]4[cH:18][cH:19][c:20](=[O:23])[n:21]2[c:22]43)[CH2:8][CH2:9]1. Starting materials: BrC1=COC2=C1C=NC(=C2O[C@H](C)C2=C(C(=CC=C2Cl)F)Cl)[N+](=O)[O-] (3-bromo-7-[(1R)-1-(2,6-dichloro-3-fluorophenyl)ethoxy]-6-nitrofuro[3,2-c]pyridine), Cl (HCl), Cl (HCl). Reagents/catalysts: [Fe] (iron). Run in CCO (EtOH), CCOC(=O)C (EtOAc). Run at time 30 minute. The product is BrC1=COC2=C1C=NC(=C2O[C@H](C)C2=C(C(=CC=C2Cl)F)Cl)N (3-Bromo-7-[(R)-1-(2,6-dichloro-3-fluorophenyl)-ethoxy]-furo[3,2-c]pyridin-6-ylamine). Yield: 99.7%. Reaction SMILES: [Br:1][C:2]1[C:6]2[CH:7]=[N:8][C:9]([N+:23]([O-])=O)=[C:10]([O:11][C@@H:12]([C:14]3[C:19]([Cl:20])=[CH:18][CH:17]=[C:16]([F:21])[C:15]=3[Cl:22])[CH3:13])[C:5]=2[O:4][CH:3]=1.Cl>CCO.CCOC(C)=O.[Fe]>[Br:1][C:2]1[C:6]2[CH:7]=[N:8][C:9]([NH2:23])=[C:10]([O:11][C@@H:12]([C:14]3[C:19]([Cl:20])=[CH:18][CH:17]=[C:16]([F:21])[C:15]=3[Cl:22])[CH3:13])[C:5]=2[O:4][CH:3]=1. Procedure details: To a solution of 3-bromo-7-[(1R)-1-(2,6-dichloro-3-fluorophenyl)ethoxy]-6-nitrofuro[3,2-c]pyridine (1.00 g, 2.22 mmol) in EtOH (10 mL) was added iron (0.62 g, 11.1 mmol), followed by 0.1 N aq. HCl (1.1 mL, 0.11 mmol) at 95° C. (bath temp). The resulting mixture was stirred at this temperature for 30 min. Additional 0.1 N aq. HCl (1.1 mL, 0.11 mmol) was added and the mixture was refluxed for another 30 min. TLC and LC-MS showed the reaction was complete. The mixture was diluted with EtOAc (100 mL... The reactants are CC(CN1C(N(C2=NC(=CC=C21)[C@H]2[C@@H](C2)C(=O)OCC)C)=O)(C)C (Ethyl (1R,2R)-2-[1-(2,2-dimethylpropyl)-3-methyl-2-oxo-2,3-dihydro-1H-imidazo[4,5-b]pyridin-5-yl]cyclopropanecarboxylate), CC(C)C[AlH]CC(C)C (DIBAL-H). The solvent is C1CCOC1 (THF). Run at temperature 0 celsius, time 2 hour. Product: CC(CN1C(N(C2=NC(=CC=C21)[C@H]2[C@@H](C2)CO)C)=O)(C)C (1-(2,2-Dimethylpropyl)-5-[(1R,2R)-2-(hydroxymethyl)cyclopropyl]-3-methyl-1,3-dihydro-2H-imidazo[4,5-b]pyridin-2-one). RXN SMILES: [CH3:1][C:2]([CH3:24])([CH3:23])[CH2:3][N:4]1[C:12]2[C:7](=[N:8][C:9]([C@@H:13]3[CH2:15][C@H:14]3[C:16](OCC)=[O:17])=[CH:10][CH:11]=2)[N:6]([CH3:21])[C:5]1=[O:22].CC(C[AlH]CC(C)C)C>C1COCC1>[CH3:1][C:2]([CH3:24])([CH3:23])[CH2:3][N:4]1[C:12]2[C:7](=[N:8][C:9]([C@@H:13]3[CH2:15][C@H:14]3[CH2:16][OH:17])=[CH:10][CH:11]=2)[N:6]([CH3:21])[C:5]1=[O:22]. Procedure: Ethyl (1R,2R)-2-[1-(2,2-dimethylpropyl)-3-methyl-2-oxo-2,3-dihydro-1H-imidazo[4,5-b]pyridin-5-yl]cyclopropanecarboxylate (31-3, 126 mg, 0.38 mmol, 1.0 equiv) was added to anhydrous THF (3.8 mL) and cooled to 0° C. DIBAL-H (1.9 mL, 1.90 mmol, 5.0 equiv, 1.0M in THF) was added dropwise and the resulting solution was stirred at 0° C. for 2 h. The reaction was then quenched by the addition of saturated Rochelle salts (20 mL), diluted with EtOAc (10 mL) and stirred at RT for 18 h. Following this dura... The reactants are N#Cc1cc(Br)c2cn[nH]c2c1, CC(=O)[O-], CC(=O)[O-], ClCCl, [Cu+2], OB(O)c1cc(F)c(OCc2ccccc2)c(F)c1, c1ccncc1. Product: N#Cc1cc(Br)c2cnn(-c3cc(F)c(OCc4ccccc4)c(F)c3)c2c1. RXN SMILES: [Br:1][c:2]1[c:3]2[cH:4][n:5][nH:6][c:7]2[cH:8][c:9]([C:11]#[N:12])[cH:10]1.[C:41]([O-:42])(=[O:43])[CH3:44].[C:46]([O-:47])(=[O:48])[CH3:49].[Cl:38][CH2:39][Cl:40].[Cu+2:45].[F:13][c:14]1[cH:15][c:16]([B:29]([OH:30])[OH:31])[cH:17][c:18]([F:28])[c:19]1[O:20][CH2:21][c:22]1[cH:23][cH:24][cH:25][cH:26][cH:27]1.[cH:32]1[cH:33][cH:34][n:35][cH:36][cH:37]1>>[Br:1][c:2]1[c:3]2[cH:4][n:5][n:6](-[c:16]3[cH:15][c:14]([F:13])[c:19]([O:20][CH2:21][c:22]4[cH:23][cH:24][cH:25][cH:26][cH:27]4)[c:18]([F:28])[cH:17]3)[c:7]2[cH:8][c:9]([C:11]#[N:12])[cH:10]1. The reactants are C(C(=O)Cl)(=O)Cl (oxalyl chloride), CC1=CC=C(C=C1)C=1C(=CC=CC1)C(=O)O (4'-Methyl[1,1'-biphenyl]-2-carboxylic acid), 32, CN(C=O)C (dimethylformamide). Solvent: ClCCl (dichloromethane). Run at temperature 25 celsius, time 2 hour. Product: CC1=CC=C(C=C1)C=1C(=CC=CC1)C(=O)N (4'-Methyl[1,1'-biphenyl]-2-carboxamide). Yield: 90.0%. Reaction SMILES: [CH3:1][C:2]1[CH:7]=[CH:6][C:5]([C:8]2[C:9]([C:14]([OH:16])=O)=[CH:10][CH:11]=[CH:12][CH:13]=2)=[CH:4][CH:3]=1.C[N:18](C)C=O.C(Cl)(=O)C(Cl)=O>ClCCl>[CH3:1][C:2]1[CH:7]=[CH:6][C:5]([C:8]2[C:9]([C:14]([NH2:18])=[O:16])=[CH:10][CH:11]=[CH:12][CH:13]=2)=[CH:4][CH:3]=1. Procedure: To a solution of 4'-Methyl[1,1'-biphenyl]-2-carboxylic acid, prepared as in European Patent Application 87-109919.8 Example 85-a, page 147, line 32 (20.0 g, 94.2 mmol) in dichloromethane (200 mL) at 0° C. was added dimethylformamide (0.5 mL) followed by oxalyl chloride (375 mL of 2.0 M solution in dichloromethane, 750 mmol). The rate of addition was adjusted to maintain the internal temperature below 10° C. When the addition was complete, the mixture was allowed to warm to 25° C. and was stirred... Product: Cl.C(C)N(CC)CC1CCCCC(N1)=O (7-[(Diethylamino)methyl]-hexahydro-2H-azepin-2-one hydrochloride). Reaction SMILES: [N-]=[N+]=[N-].O.[CH2:5]([N:7]([CH2:10][CH:11]1[CH2:16][CH2:15][CH2:14][CH2:13][C:12]1=[O:17])[CH2:8][CH3:9])[CH3:6].[N-:18]=[N+]=[N-].[Na+].[ClH:22]>C(OCC)(=O)C.CO>[ClH:22].[CH2:5]([N:7]([CH2:10][CH:11]1[NH:18][C:12](=[O:17])[CH2:13][CH2:14][CH2:15][CH2:16]1)[CH2:8][CH3:9])[CH3:6] |f:3.4,6.7,8.9|. Reported procedure: While maintaining a reaction temperature of from -10° to -5° C., a solution azide (10.0 g, 0.154 mol) in as little water as possible is added dropwise to a solution of 2-[(diethylamino)methyl]-cyclohexanone (22.0 g, 0.1 mol) in concentrated hydrochloric acid (200 ml). After the cooling has been stopped, the mixture is stirred (48 minutes) at ambient temperature. After further cooling to -10° to -5° C., sodium azide, (5.0 g, 0.77 mol) is added in the same way as described above, after which the m... Reaction conditions: time 48 minute. Solvent: C(C)(=O)OCC.CO (ethyl acetate methanol). Starting materials: [N-]=[N+]=[N-].[Na+] (sodium azide), [N-]=[N+]=[N-] (azide), O (water), C(C)N(CC)CC1C(CCCC1)=O (2-[(diethylamino)methyl]-cyclohexanone), Cl (hydrochloric acid), Cl (hydrochloride), Cl (hydrogen chloride). Starting materials: CSC(CC(=O)NCCc1ccccc1)C1CCCN1C(=O)OC(C)(C)C, ClCCl, O=C(O)C(F)(F)F. The product is O=C(O)C(F)(F)F, CSC(CC(=O)NCCc1ccccc1)C1CCCN1. As a reaction SMILES: [C:1]([O:2][C:3](=[O:4])[N:8]1[CH:9]([CH:13]([CH2:14][C:15]([NH:16][CH2:17][CH2:18][c:19]2[cH:20][cH:21][cH:22][cH:23][cH:24]2)=[O:25])[S:26][CH3:27])[CH2:10][CH2:11][CH2:12]1)([CH3:5])([CH3:6])[CH3:7].[Cl:35][CH2:36][Cl:37].[F:28][C:29]([C:30](=[O:31])[OH:32])([F:33])[F:34]>>[F:28][C:29]([C:30](=[O:31])[OH:32])([F:33])[F:34].[NH:8]1[CH:9]([CH:13]([CH2:14][C:15]([NH:16][CH2:17][CH2:18][c:19]2[cH:20][cH:21][cH:22][cH:23][cH:24]2)=[O:25])[S:26][CH3:27])[CH2:10][CH2:11][CH2:12]1.